Dataset: the Open Reaction Database (ORD), a public repository of structured organic reaction records. Task: describe an organic reaction: reactants, conditions, products, and yield Starting materials: CC(C)(C)OC(=O)N1CC(OC(=O)N2CCC(Oc3cc(N4CCc5cc(S(C)(=O)=O)ccc54)ncn3)CC2)C1, ClCCl, O=C(O)C(F)(F)F. Yields the product CS(=O)(=O)c1ccc2c(c1)CCN2c1cc(OC2CCN(C(=O)OC3CNC3)CC2)ncn1. Reaction SMILES: [C:1]([O:2][C:3](=[O:4])[N:8]1[CH2:9][CH:10]([O:12][C:13](=[O:14])[N:15]2[CH2:16][CH2:17][CH:18]([O:21][c:22]3[n:23][cH:24][n:25][c:26]([N:28]4[CH2:29][CH2:30][c:31]5[cH:32][c:33]([S:37](=[O:38])(=[O:39])[CH3:40])[cH:34][cH:35][c:36]54)[cH:27]3)[CH2:19][CH2:20]2)[CH2:11]1)([CH3:5])([CH3:6])[CH3:7].[Cl:48][CH2:49][Cl:50].[F:41][C:42]([F:43])([F:44])[C:45]([OH:46])=[O:47]>>[NH:8]1[CH2:9][CH:10]([O:12][C:13](=[O:14])[N:15]2[CH2:16][CH2:17][CH:18]([O:21][c:22]3[n:23][cH:24][n:25][c:26]([N:28]4[CH2:29][CH2:30][c:31]5[cH:32][c:33]([S:37](=[O:38])(=[O:39])[CH3:40])[cH:34][cH:35][c:36]54)[cH:27]3)[CH2:19][CH2:20]2)[CH2:11]1. The reactants are S1C(=CC=C1)CC(=O)Cl (2-(2-thienyl)ethanoyl chloride), NC1=C(C=C(C=C1)C1=CN(C=2N=CN=C(C21)N)C2CCCC2)OC (5-(4-Amino-3-methoxyphenyl)-7-cyclopentyl-7H-pyrrolo[2,3-d]pyrimidin-4-amine), S1C(=CC=C1)CC(=O)Cl (2-(2-thienyl)ethanoyl chloride), N1=CC=CC=C1 (Pyridine). Solvent: ClCCl (dichloromethane). Reaction conditions: time 8 hour. Product: NC=1C2=C(N=CN1)N(C=C2C2=CC(=C(C=C2)NC(CC=2SC=CC2)=O)OC)C2CCCC2 (N1-[4-(4-amino-7-cyclopentyl-7H-pyrrolo[2,3-d]pyrimidin-5-yl)-2-methoxyphenyl]-2-(2-thienyl)acetamide). The yield is 32.3%. As a reaction SMILES: [NH2:1][C:2]1[CH:7]=[CH:6][C:5]([C:8]2[C:16]3[C:15]([NH2:17])=[N:14][CH:13]=[N:12][C:11]=3[N:10]([CH:18]3[CH2:22][CH2:21][CH2:20][CH2:19]3)[CH:9]=2)=[CH:4][C:3]=1[O:23][CH3:24].N1C=CC=CC=1.[S:31]1[CH:35]=[CH:34][CH:33]=[C:32]1[CH2:36][C:37](Cl)=[O:38]>ClCCl>[NH2:17][C:15]1[C:16]2[C:8]([C:5]3[CH:6]=[CH:7][C:2]([NH:1][C:37](=[O:38])[CH2:36][C:32]4[S:31][CH:35]=[CH:34][CH:33]=4)=[C:3]([O:23][CH3:24])[CH:4]=3)=[CH:9][N:10]([CH:18]3[CH2:22][CH2:21][CH2:20][CH2:19]3)[C:11]=2[N:12]=[CH:13][N:14]=1. Procedure: 5-(4-Amino-3-methoxyphenyl)-7-cyclopentyl-7H-pyrrolo[2,3-d]pyrimidin-4-amine (31 mg, 0.096 mmol) was dissolved in dichloromethane (1 mL). Pyridine (1 mL) was added followed by 2-(2-thienyl)ethanoyl chloride (14 uL, 0.113 mmol). After stirring overnight, another 14 uL of 2-(2-thienyl)ethanoyl chloride was added and the reaction mixture was stirred overnight. The solvent was removed and the residue was purified by preparative thin layer chromatography eluting with dichlormethane/methanol (95:5) to... The reactants are C1=CC=C(C=C1)C(=O)C2=C(C=C(C=C2)O)O (2,4-DHB), C([C@@H]1[C@H]([C@@H]([C@H]([C@H](O1)O[C@]2([C@H]([C@@H]([C@H](O2)CO)O)O)CO)O)O)O)O (sucrose), C([C@@H]1[C@H]([C@@H]([C@H]([C@H](O1)O[C@]2([C@H]([C@@H]([C@H](O2)CO)O)O)CO)O)O)O)O (sucrose). The product is OC1=C(C(=O)O)C=CC(=C1)O (2,4-Dihydroxybenzoic Acid). RXN SMILES: C1C=CC([C:7]([C:9]2[CH:14]=[CH:13][C:12]([OH:15])=[CH:11][C:10]=2[OH:16])=[O:8])=CC=1.C(O)[C@H]1[O:23][C@H](O[C@]2(CO)O[C@H](CO)[C@@H](O)[C@@H]2O)[C@H](O)[C@@H](O)[C@@H]1O>>[OH:16][C:10]1[CH:11]=[C:12]([OH:15])[CH:13]=[CH:14][C:9]=1[C:7]([OH:8])=[O:23]. Procedure details: The same methodology as described in Example 7 was repeated with 2,4-DHB in place of 3-HB, to produce the dose response curve for 2,4-DHB (FIG. 2). From FIG. 2 it can be seen that 2,4-DHB also enhances the sweetness of the sucrose solution but there is little difference between the 400 ppm solution (SEV 6.5%) and the 1000 ppm solution (SEV 6.7%). The maximum attainable sweetness would appear to be about 6.7% SEV (based on a 5% sucrose solution). Reactants: CS(=O)(=O)O.C(C)(C)(C)C1(COC(OC1)(C)C)CO (5-t-butyl-2,2-dimethyl-5-hydroxymethyl-1,3-dioxane methanesulphonate), [I-].[Na+] (sodium iodide), C1(CCCCC1)=O (cyclohexanone). Reaction conditions: time 24 hour. Yields the product C(C)(C)(C)C1(COC2(OC1)CCCCC2)CI (3-t-Butyl-3-iodomethyl-(1,5-dioxaspiro[5,5]undecane)). Reaction SMILES: CS(O)(=O)=O.[C:6]([C:10]1([CH2:18]O)[CH2:15][O:14][C:13]([CH3:17])([CH3:16])[O:12][CH2:11]1)([CH3:9])([CH3:8])[CH3:7].[I-:20].[Na+].[C:22]1(=O)[CH2:27]CCC[CH2:23]1>>[C:6]([C:10]1([CH2:18][I:20])[CH2:11][O:12][C:13]2([CH2:16][CH2:27][CH2:22][CH2:23][CH2:17]2)[O:14][CH2:15]1)([CH3:7])([CH3:8])[CH3:9] |f:0.1,2.3|. Procedure details: A mixture of cyclohexanone (150 ml.), 5-t-butyl-2,2-dimethyl-5-hydroxymethyl-1,3-dioxane methanesulphonate (17.5 g.) (see synthesis of 2,2-dimethyl-5-ethyl-5-hydroxymethyl-1,3-dioxane methanesulphonate and ref. 4) and sodium iodide (12 g.) was refluxed, with stirring, for 24 hours. The solvent was removed in vacuo and the resulting oil was poured into water. The aqueous mixture was extracted with diethyl ether. The ethereal extracts were washed with 5% aqueous sodium thiosulphate solution and th...